From a dataset of the Open Reaction Database (ORD), a public repository of structured organic reaction records. describe an organic reaction: reactants, conditions, products, and yield Reactants: C(#N)C(C(=O)O)=C(C1=CC=C(C=C1)F)C1=CC=C(C=C1)F (2-cyano-3,3-bis(4-fluorophenyl)-2-propenoic acid), C(C(=O)Cl)(=O)Cl (oxalyl chloride). Solvent: C(Cl)Cl (methylene chloride). Product: C(#N)C(C(=O)Cl)=C(C1=CC=C(C=C1)F)C1=CC=C(C=C1)F (2-Cyano-3,3-bis(4-fluorophenyl)-2-propenoyl chloride). RXN SMILES: [C:1]([C:3](=[C:7]([C:15]1[CH:20]=[CH:19][C:18]([F:21])=[CH:17][CH:16]=1)[C:8]1[CH:13]=[CH:12][C:11]([F:14])=[CH:10][CH:9]=1)[C:4](O)=[O:5])#[N:2].C(Cl)(=O)C([Cl:25])=O>C(Cl)Cl>[C:1]([C:3](=[C:7]([C:15]1[CH:20]=[CH:19][C:18]([F:21])=[CH:17][CH:16]=1)[C:8]1[CH:13]=[CH:12][C:11]([F:14])=[CH:10][CH:9]=1)[C:4]([Cl:25])=[O:5])#[N:2]. Procedure details: To a suspension of 2-cyano-3,3-bis(4-fluorophenyl)-2-propenoic acid (4 g, 14 mmol) in 10 mL of dry methylene chloride at room temperature was added oxalyl chloride (6 mL, 69 mmol) in one single portion. The reaction was stirred and warmed slowly to reflux for 45 minutes. The pale homogeneous solution was evaporated under reduced pressure to remove volatile solvent, then excess oxalyl chloride was removed under vacuum (20 mm Hg) at ambient temperature for 2 hours and under high vacuum (0.1 mm Hg)... Reactants: B, CN1C(=O)C2CCCN2C(=O)c2cc(Br)ccc21, C1CCOC1. Yields the product CN1C(=O)C2CCCN2Cc2cc(Br)ccc21. Reaction SMILES: [BH3:19].[Br:1][c:2]1[cH:3][cH:4][c:5]2[c:6]([cH:18]1)[C:7](=[O:17])[N:8]1[CH:9]([C:10](=[O:13])[N:11]2[CH3:12])[CH2:14][CH2:15][CH2:16]1.[O:20]1[CH2:21][CH2:22][CH2:23][CH2:24]1>>[Br:1][c:2]1[cH:3][cH:4][c:5]2[c:6]([cH:18]1)[CH2:7][N:8]1[CH:9]([C:10](=[O:13])[N:11]2[CH3:12])[CH2:14][CH2:15][CH2:16]1. Reactants: C1(CCC1)N (cyclobutylamine), COC(C1=CC(=NC(=C1)S(=O)(=O)C)Cl)=O (2-chloro-6-methanesulfonyl-isonicotinic acid methyl ester), C1(=CC=CC=C1)P(C1=C(C2=CC=CC=C2C=C1)C1=C(C=CC2=CC=CC=C12)P(C1=CC=CC=C1)C1=CC=CC=C1)C1=CC=CC=C1 (racemic 2,2′-bis(diphenylphosphino)-1,1′-binaphthyl), C([O-])([O-])=O.[Cs+].[Cs+] (cesium carbonate). The reagents and catalysts are C(C)(=O)[O-].[Pd+2].C(C)(=O)[O-] (palladium acetate). Run in C1(=CC=CC=C1)C (toluene). Reaction conditions: temperature 80 celsius. Yields the product COC(C1=CC(=NC(=C1)S(=O)(=O)C)NC1CCC1)=O (2-Cyclobutylamino-6-methanesulfonyl-isonicotinic acid methyl ester). Yield: 89.7%. Reaction SMILES: [CH:1]1([NH2:5])[CH2:4][CH2:3][CH2:2]1.[CH3:6][O:7][C:8](=[O:20])[C:9]1[CH:14]=[C:13]([S:15]([CH3:18])(=[O:17])=[O:16])[N:12]=[C:11](Cl)[CH:10]=1.C1(P(C2C=CC=CC=2)C2C=CC3C(=CC=CC=3)C=2C2C3C(=CC=CC=3)C=CC=2P(C2C=CC=CC=2)C2C=CC=CC=2)C=CC=CC=1.C(=O)([O-])[O-].[Cs+].[Cs+]>C1(C)C=CC=CC=1.C([O-])(=O)C.[Pd+2].C([O-])(=O)C>[CH3:6][O:7][C:8](=[O:20])[C:9]1[CH:14]=[C:13]([S:15]([CH3:18])(=[O:17])=[O:16])[N:12]=[C:11]([NH:5][CH:1]2[CH2:4][CH2:3][CH2:2]2)[CH:10]=1 |f:3.4.5,7.8.9|. Procedure: Add cyclobutylamine (0.13 mL, 1.5 mmol) to a suspension of 2-chloro-6-methanesulfonyl-isonicotinic acid methyl ester (0.25 g, 1.0 mmol), palladium acetate (0.022 g, 0.1 mmol), racemic 2,2′-bis(diphenylphosphino)-1,1′-binaphthyl (0.062 g, 0.1 mmol), and cesium carbonate (0.325 g, 1.0 mmol) in toluene (5 mL) at room temperature and heat for 16 h at 80° C. Cool, filter through a filtering agent, concentrate and purify (silica gel chromatography, eluting with 15:85 to 40:60 ethyl acetate:hexanes) to...